From a dataset of the Open Reaction Database (ORD), a public repository of structured organic reaction records. describe an organic reaction: reactants, conditions, products, and yield Starting materials: ClC1=NC=C(C2=C1N=C(S2)C)I (4-chloro-7-iodo-2-methyl-thiazolo[4,5-c]pyridine), FC=1C=C(C=C(C1)F)B(O)O (3,5-difluorophenylboronic acid), NC=1SC=C(N1)C (2-amino-4-methylthiazole). The product is FC=1C=C(C=C(C1)F)C=1C2=C(C(=NC1)NC=1SC=C(N1)C)N=C(S2)C ([7-(3,5-Difluoro-phenyl)-2-methyl-thiazolo[4,5-c]pyridin-4-yl]-(4-methyl-thiazol-2-yl)-amine). As a reaction SMILES: Cl[C:2]1[C:7]2[N:8]=[C:9]([CH3:11])[S:10][C:6]=2[C:5](I)=[CH:4][N:3]=1.[F:13][C:14]1[CH:15]=[C:16](B(O)O)[CH:17]=[C:18]([F:20])[CH:19]=1.[NH2:24][C:25]1[S:26][CH:27]=[C:28]([CH3:30])[N:29]=1>>[F:13][C:14]1[CH:15]=[C:16]([C:5]2[C:6]3[S:10][C:9]([CH3:11])=[N:8][C:7]=3[C:2]([NH:24][C:25]3[S:26][CH:27]=[C:28]([CH3:30])[N:29]=3)=[N:3][CH:4]=2)[CH:17]=[C:18]([F:20])[CH:19]=1. Procedure: The title compound, MS: m/e=375.1 (M+H+), was prepared in accordance with the general method of example 2, step 1 and step 2 from 4-chloro-7-iodo-2-methyl-thiazolo[4,5-c]pyridine (Example B), 3,5-difluorophenylboronic acid and 2-amino-4-methylthiazole. Starting materials: C1(CCCCC1)CC(C(=O)O)NC(=O)C1=CC2=C(N(C(=N2)C=2C=C3N=CC(=NC3=CC2)C2=CC=CC=C2)C2CCCCC2)C=C1 (3-Cyclohexyl-2-{[1-cyclohexyl-2-(2-phenyl-quinoxalin-6-yl)-1H-benzoimidazole-5-carbonyl]-amino}-propionic acid), N([C@@H](CC1=CC=C(C=C1)O)C(=O)O)C(=O)OCC1C2=CC=CC=C2C2=CC=CC=C12 (Fmoc-Tyr). The product is C1(CCCCC1)N1C(=NC2=C1C=CC(=C2)C(=O)NC(C(=O)O)CC2=CC=C(C=C2)O)C=2C=C1N=CC(=NC1=CC2)C2=CC=CC=C2 (2-{[1-Cyclohexyl-2-(2-phenyl-quinoxalin-6-yl)-1H-benzoimidazole-5-carbonyl]-amino}-3-(4-hydroxy-phenyl)-propionic acid). Yield: 36.0%. Reaction SMILES: [CH:1]1([CH2:7][CH:8]([NH:12][C:13]([C:15]2[CH:45]=[CH:44][C:18]3[N:19]([CH:38]4[CH2:43][CH2:42][CH2:41][CH2:40][CH2:39]4)[C:20]([C:22]4[CH:23]=[C:24]5[C:29](=[CH:30][CH:31]=4)[N:28]=[C:27]([C:32]4[CH:37]=[CH:36][CH:35]=[CH:34][CH:33]=4)[CH:26]=[N:25]5)=[N:21][C:17]=3[CH:16]=2)=[O:14])[C:9]([OH:11])=[O:10])[CH2:6][CH2:5][CH2:4][CH2:3][CH2:2]1.N(C(OCC1C2C(=CC=CC=2)C2C1=CC=CC=2)=O)[C@H](C(O)=O)CC1C=CC([OH:55])=CC=1>>[CH:38]1([N:19]2[C:18]3[CH:44]=[CH:45][C:15]([C:13]([NH:12][CH:8]([CH2:7][C:1]4[CH:6]=[CH:5][C:4]([OH:55])=[CH:3][CH:2]=4)[C:9]([OH:11])=[O:10])=[O:14])=[CH:16][C:17]=3[N:21]=[C:20]2[C:22]2[CH:23]=[C:24]3[C:29](=[CH:30][CH:31]=2)[N:28]=[C:27]([C:32]2[CH:37]=[CH:36][CH:35]=[CH:34][CH:33]=2)[CH:26]=[N:25]3)[CH2:39][CH2:40][CH2:41][CH2:42][CH2:43]1. Procedure: The general procedure described for Compound 242 was used with Fmoc-Tyr Wang resin (125 mg, 0.8 mmol/g), producing 22 mg of the title compound (36% yield). MS: 610.22 (M−H+) HPLC Procedure A, retention time=16.14 min. Reactants: CC(C)(C)O, CC(C)(C)[O-], COc1cc2c(c(Cl)c1Cl)C(=O)C(C)C2, BrC1CCCC1, [K+], O. The product is COc1cc2c(c(Cl)c1Cl)C(=O)C(C)(C1CCCC1)C2. As a reaction SMILES: [C:29]([OH:30])([CH3:31])([CH3:32])[CH3:33].[CH3:16][C:17]([CH3:18])([O-:19])[CH3:20].[CH3:1][CH:2]1[C:3](=[O:15])[c:4]2[c:5]([Cl:14])[c:6]([Cl:13])[c:7]([O:11][CH3:12])[cH:8][c:9]2[CH2:10]1.[CH:22]1([Br:27])[CH2:23][CH2:24][CH2:25][CH2:26]1.[K+:21].[OH2:28]>>[CH3:1][C:2]1([CH:22]2[CH2:23][CH2:24][CH2:25][CH2:26]2)[C:3](=[O:15])[c:4]2[c:5]([Cl:14])[c:6]([Cl:13])[c:7]([O:11][CH3:12])[cH:8][c:9]2[CH2:10]1. The reactants are resultant mixture, CC(CC)SC1=C(C#N)C=CC(=C1)C(F)(F)F (2-(1-methylpropylsulphenyl)-4-trifluoromethylbenzonitrile), [OH-].[Na+] (sodium hydroxide), C(C)O (ethanol). Solvent: O (water), O (water). Yields the product CC(CC)SC1=C(C(=O)O)C=CC(=C1)C(F)(F)F (2-(1-methylpropylsulphenyl)-4-trifluoromethylbenzoic acid). As a reaction SMILES: [CH3:1][CH:2]([S:5][C:6]1[CH:13]=[C:12]([C:14]([F:17])([F:16])[F:15])[CH:11]=[CH:10]C=1C#N)[CH2:3][CH3:4].[OH-:18].[Na+].[CH2:20]([OH:22])[CH3:21]>O>[CH3:1][CH:2]([S:5][C:6]1[CH:13]=[C:12]([C:14]([F:17])([F:16])[F:15])[CH:11]=[CH:10][C:21]=1[C:20]([OH:18])=[O:22])[CH2:3][CH3:4] |f:1.2|. Reported procedure: A solution of 2-(1-methylpropylsulphenyl)-4-trifluoromethylbenzonitrile (8.6 g) in ethanol was added to a solution of sodium hydroxide (47.3 g) in water and the resultant mixture was heated at reflux for 24 hours. It was poured into water and acidified to pH 1. The mixture was extracted with ethyl acetate, washed with water, dried (MgSO4) and filtered. The filtrate was evaporated to dryness to give 2-(1-methylpropylsulphenyl)-4-trifluoromethylbenzoic acid (8.1 g) as a white solid, m.p. 99.8°-101... Starting materials: CCOC(=O)CCCOc1ccc(C#N)cc1F, CCO, NO. Product: CCOC(=O)CCCOc1ccc(C(N)=NO)cc1F. As a reaction SMILES: [C:1](#[N:2])[c:3]1[cH:4][c:5]([F:18])[c:6]([O:7][CH2:8][CH2:9][CH2:10][C:11](=[O:12])[O:13][CH2:14][CH3:15])[cH:16][cH:17]1.[CH3:21][CH2:22][OH:23].[NH2:19][OH:20]>>[C:1]([NH2:2])([c:3]1[cH:4][c:5]([F:18])[c:6]([O:7][CH2:8][CH2:9][CH2:10][C:11](=[O:12])[O:13][CH2:14][CH3:15])[cH:16][cH:17]1)=[N:19][OH:20]. The reactants are Br, CC(=O)c1ccc2c(c1)C(C)(C)c1cccnc1O2, [Na+], C1COCCO1, [OH-], O. The product is CC1(C)c2cc(C(=O)O)ccc2Oc2ncccc21. As a reaction SMILES: [Br:1].[C:4]([CH3:5])(=[O:6])[c:7]1[cH:8][cH:9][c:10]2[c:11]([cH:22]1)[C:12]([CH3:20])([CH3:21])[c:13]1[c:14]([n:15][cH:16][cH:17][cH:18]1)[O:19]2.[Na+:3].[O:24]1[CH2:25][CH2:26][O:27][CH2:28][CH2:29]1.[OH-:2].[OH2:23]>>[O:2]=[C:4]([OH:6])[c:7]1[cH:8][cH:9][c:10]2[c:11]([cH:22]1)[C:12]([CH3:20])([CH3:21])[c:13]1[c:14]([n:15][cH:16][cH:17][cH:18]1)[O:19]2. Starting materials: C(CCl)Cl (EDC), C=1C=CC2=C(C1)N=NN2O (HOBt), N (ammonia), ClC1=C(C=CC(=C1)Cl)C=1NC(C=2N(C1)N=C(C2)C(=O)O)=O (6-(2,4-Dichlorophenyl)-4-oxo-4,5-dihydropyrazolo[1,5-a]pyrazine-2-carboxylic acid), O1CCOCC1 (dioxane). The reagents and catalysts are CN(C)C=1C=CN=CC1 (DMAP). Solvent: CN(C)C=O (DMF), ClCCl (dichloromethane). Conditions: time 20 hour. The product is ClC1=C(C=CC(=C1)Cl)C=1NC(C=2N(C1)N=C(C2)C(=O)N)=O (6-(2,4-Dichlorophenyl)-4-oxo-4,5-dihydropyrazolo[1,5-a]pyrazine-2-carboxamide). Reaction SMILES: [Cl:1][C:2]1[CH:7]=[C:6]([Cl:8])[CH:5]=[CH:4][C:3]=1[C:9]1[NH:10][C:11](=[O:21])[C:12]2[N:13]([N:15]=[C:16]([C:18](O)=[O:19])[CH:17]=2)[CH:14]=1.C(Cl)CCl.C1C=CC2N(O)N=[N:32]C=2C=1.N.O1CCOCC1>ClCCl.CN(C=O)C.CN(C1C=CN=CC=1)C>[Cl:1][C:2]1[CH:7]=[C:6]([Cl:8])[CH:5]=[CH:4][C:3]=1[C:9]1[NH:10][C:11](=[O:21])[C:12]2[N:13]([N:15]=[C:16]([C:18]([NH2:32])=[O:19])[CH:17]=2)[CH:14]=1. Reported procedure: 360 mg (1.11 mmol) of 6-(2,4-dichlorophenyl)-4-oxo-4,5-dihydropyrazolo[1,5-a]pyrazine-2-carboxylic acid (Example 55A) were initially charged in dichloromethane (30 ml) and DMF (10 ml), and 320 mg (1.67 mmol) of EDC, 225 mg (1.67 mg) HOBt and 407 mg (3.33 mmol) of DMAP were added, followed by 0.5M ammonia in dioxane (2.44 ml, 1.22 mmol). The reaction mixture was stirred at RT for 20 h, the solvent was concentrated, the residue was poured into water (25 ml) and the precipitate was filtered off and... The reactants are S(O)(O)(=O)=O (sulfuric acid), C([O-])(O)=O.[Na+] (sodium bicarbonate), alcohol, C(C1=CC=CC=C1)(=O)Cl (benzoyl chloride), C(C1=CC=CC=C1)(=O)[O-] (benzoate), CCOCC (ether). Run in O (water), O (water), O (water), N1=CC=CC=C1 (pyridine), O (water). Reaction conditions: time 4 hour. Yields the product C(C1=CC=CC=C1)(=O)O[C@H]1[C@@H]([C@H]2CC(C[C@H]2C1)=O)COCC1=CC=CC=C1 ((1R,5S,6S,7R)-7-Benzoyloxy-6-benzyloxymethylbicyclo[3,3,0]octan-3-one). As a reaction SMILES: [C:1](Cl)(=O)[C:2]1[CH:7]=[CH:6]C=[CH:4][CH:3]=1.S(=O)(=O)(O)O.[C:15](=[O:18])(O)[O-].[Na+].[C:20]([O-:28])(=[O:27])[C:21]1[CH:26]=[CH:25][CH:24]=[CH:23][CH:22]=1.[CH3:29][CH2:30][O:31][CH2:32][CH3:33]>O.N1C=CC=CC=1>[C:20]([O:28][C@@H:4]1[CH2:3][C@H:2]2[C@H:7]([CH2:6][C:15](=[O:18])[CH2:1]2)[C@H:29]1[CH2:30][O:31][CH2:32][C:33]1[CH:6]=[CH:7][CH:2]=[CH:3][CH:4]=1)(=[O:27])[C:21]1[CH:26]=[CH:25][CH:24]=[CH:23][CH:22]=1 |f:2.3|. Reported procedure: A solution of 0.55 g. of the alcohol prepared according to Reference Example 1(m) in 4 ml. of pyridine is combined with 0.5 ml. of benzoyl chloride. The mixture is agitated for 4 hours at 25°, combined with 0.4 ml. of water, agitated for 2 hours, diluted with ether, and the mixture is shaken in succession with water, 5% sulfuric acid, water, 4% sodium bicarbonate solution, and three times with water. After drying over magnesium sulfate the mixture is evaporated under vacuum, thus obtaining 720 m... The reactants are CCOC(=O)c1cc(Oc2ccc3c(C(=O)Nc4cccc(C(F)(F)F)c4)cccc3c2)ncn1, C1CCOC1, CC#N, N. Yields the product NC(=O)c1cc(Oc2ccc3c(C(=O)Nc4cccc(C(F)(F)F)c4)cccc3c2)ncn1. As a reaction SMILES: [CH2:1]([O:2][C:4](=[O:5])[c:6]1[n:7][cH:8][n:9][c:10]([O:12][c:13]2[cH:14][c:15]3[cH:16][cH:17][cH:18][c:19]([C:23]([NH:24][c:25]4[cH:26][c:27]([C:31]([F:32])([F:33])[F:34])[cH:28][cH:29][cH:30]4)=[O:35])[c:20]3[cH:21][cH:22]2)[cH:11]1)[CH3:3].[CH2:39]1[O:40][CH2:41][CH2:42][CH2:43]1.[CH3:36][C:37]#[N:38].[NH3:44]>>[C:4](=[O:5])([c:6]1[n:7][cH:8][n:9][c:10]([O:12][c:13]2[cH:14][c:15]3[cH:16][cH:17][cH:18][c:19]([C:23]([NH:24][c:25]4[cH:26][c:27]([C:31]([F:32])([F:33])[F:34])[cH:28][cH:29][cH:30]4)=[O:35])[c:20]3[cH:21][cH:22]2)[cH:11]1)[NH2:38]. Reactants: C([O-])([O-])=O.[Li+].[Li+] (lithium carbonate), C1(CC1)[C@]1([C@@H](NCC1)C(C)C)O ((2S,3R)-3-cyclopropyl-2-isopropylpyrrolidin-3-ol), FC1=CC(=C(C#N)C=C1)OC (4-fluoro-2-methoxybenzonitrile). The product is C1(CC1)[C@]1([C@@H](N(CC1)C1=CC(=C(C#N)C=C1)OC)CC)O (4-[(2S,3R)-3-cyclopropyl-2-ethyl-3-hydroxypyrrolidin-1-yl]-2-methoxybenzonitrile), solid. Yield: 55.0%. Reaction SMILES: [CH:1]1([C@:4]2([OH:12])[CH2:8][CH2:7][NH:6][C@H:5]2[CH:9]([CH3:11])C)[CH2:3][CH2:2]1.F[C:14]1[CH:21]=[CH:20][C:17]([C:18]#[N:19])=[C:16]([O:22][CH3:23])[CH:15]=1.C(=O)([O-])[O-].[Li+].[Li+]>>[CH:1]1([C@:4]2([OH:12])[CH2:8][CH2:7][N:6]([C:14]3[CH:21]=[CH:20][C:17]([C:18]#[N:19])=[C:16]([O:22][CH3:23])[CH:15]=3)[C@H:5]2[CH2:9][CH3:11])[CH2:2][CH2:3]1 |f:2.3.4|. Procedure details: By an operation in the same manner as in Example 1 and using (2S,3R)-3-cyclopropyl-2-ethylpyrrolidin-3-ol 0.5 oxalate (185 mg), 4-fluoro-2-methoxybenzonitrile (290 mg) and lithium carbonate (198 mg), the title compound was obtained as a pale-yellow solid (yield: 144 mg, yield: 55%).